Dataset: the Open Reaction Database (ORD), a public repository of structured organic reaction records. Task: describe an organic reaction: reactants, conditions, products, and yield The reactants are [Al+3], [BH4-], ClCCl, [H-], [H-], [H-], [H-], Cc1cccc(C(=O)O)c1I, [Li+], [Na+], O=S(Cl)Cl. Product: Cc1cccc(CO)c1I. Reaction SMILES: [Al+3:19].[BH4-:16].[Cl:24][CH2:25][Cl:26].[H-:18].[H-:21].[H-:22].[H-:23].[I:5][c:6]1[c:7]([C:8](=[O:9])[OH:10])[cH:11][cH:12][cH:13][c:14]1[CH3:15].[Li+:20].[Na+:17].[S:1]([Cl:2])([Cl:3])=[O:4]>>[I:5][c:6]1[c:7]([CH2:8][OH:9])[cH:11][cH:12][cH:13][c:14]1[CH3:15]. The reactants are C1(=CC=CC=C1)P(C1=CC=CC=C1)C1=CC=CC=C1 (triphenylphosphine), C(CC=CCC=CCC=CCCCCC)O (3,6,9-Pentadecatrienol), ice-salt, BrBr (bromine). The solvent is C(C)#N (acetonitrile), C(C)#N (acetonitrile), C(C)#N (acetonitrile). Product: BrCC\C=C/C\C=C/C\C=C/CCCCC ((3Z,6Z,9Z)-1-Bromo-3,6,9-pentadecatriene). The yield is 88.4%. RXN SMILES: C1(P(C2C=CC=CC=2)C2C=CC=CC=2)C=CC=CC=1.[Br:20]Br.[CH2:22](O)[CH2:23][CH:24]=[CH:25][CH2:26][CH:27]=[CH:28][CH2:29][CH:30]=[CH:31][CH2:32][CH2:33][CH2:34][CH2:35][CH3:36]>C(#N)C>[Br:20][CH2:22][CH2:23]/[CH:24]=[CH:25]\[CH2:26]/[CH:27]=[CH:28]\[CH2:29]/[CH:30]=[CH:31]\[CH2:32][CH2:33][CH2:34][CH2:35][CH3:36]. Reported procedure: To a 250 mL three-necked round bottom flask was added under nitrogen 9.46 g (36.1 mmol) of triphenylphosphine dissolved in 150 mL of anhydrous acetonitrile. After cooling to 0° C. (ice-salt bath), bromine (5.77 g, 36.1 mmol) was added dropwise with stirring. The mixture was warmed to room temperature and stirred for 30 minutes. 3,6,9-Pentadecatrienol (6.16 g, 27.75 mmol); dissolved in 50 mL of anhydrous acetonitrile, was added dropwise (15 minutes) and stirred for approximately 4 hours. Upon rea... Yields the product CCN1CCC(O)N(c2nnc(OC)s2)C1=O. Reactants: CCN(CCC=O)C(=O)Nc1nnc(OC)s1, Cl, O. RXN SMILES: [CH2:1]([CH3:2])[N:3]([C:4](=[O:5])[NH:6][c:7]1[s:8][c:9]([O:12][CH3:13])[n:10][n:11]1)[CH2:14][CH2:15][CH:16]=[O:17].[ClH:18].[OH2:19]>>[CH2:1]([CH3:2])[N:3]1[C:4](=[O:5])[N:6]([c:7]2[s:8][c:9]([O:12][CH3:13])[n:10][n:11]2)[CH:16]([OH:17])[CH2:15][CH2:14]1. The product is OCCN1CCN(CC1)CC1=C2C=CC=NC2=C(C=C1)O (5-(4-(2-hydroxyethyl)piperazin-1-ylmethyl)-8-hydroxyquinoline). Procedure: 4-(2-Hydroxyethyl)-piperazine (7.2 ml; 58.7 mmol) was added to a suspension of 5-chloromethyl-8-hydroxyquinoline (5.413 g; 23.5 mmol) in CHCl3 (80 ml) at 0° C. The mixture was stirred overnight at room temperature. The reaction mixture was subsequently washed with a saturated NaHCO3 solution and brine, then dried with Na2SO4 and evaporated to dryness. Crystallization of the residue from a mixture of CHCl3-Hex gave 4.05 g (60%) of title product. M.p. 123-4° C. The mother liquor was evaporated and... Run at time 8 hour. Solvent: C(Cl)(Cl)Cl (CHCl3). Starting materials: OCCN1CCNCC1 (4-(2-Hydroxyethyl)-piperazine), ClCC1=C2C=CC=NC2=C(C=C1)O (5-chloromethyl-8-hydroxyquinoline). RXN SMILES: [OH:1][CH2:2][CH2:3][N:4]1[CH2:9][CH2:8][NH:7][CH2:6][CH2:5]1.Cl[CH2:11][C:12]1[CH:21]=[CH:20][C:19]([OH:22])=[C:18]2[C:13]=1[CH:14]=[CH:15][CH:16]=[N:17]2>C(Cl)(Cl)Cl>[OH:1][CH2:2][CH2:3][N:4]1[CH2:9][CH2:8][N:7]([CH2:11][C:12]2[CH:21]=[CH:20][C:19]([OH:22])=[C:18]3[C:13]=2[CH:14]=[CH:15][CH:16]=[N:17]3)[CH2:6][CH2:5]1. Yield: 60.0%. The reactants are CC(C)(C)[O-].[K+] (KOtBu), ClC=1C=C(C=CC1C#N)C=1C=C(C=NC1)C1(CC1)C(=O)O (1-(5-(3-chloro-4-cyanophenyl)pyridin-3-yl)cyclopropanecarboxylic acid), TEA, C1(=CC=CC=C1)P(=O)(C1=CC=CC=C1)N=[N+]=[N-] (diphenylphosphoryl azide). The solvent is C1CCOC1 (THF), C1(=CC=CC=C1)C (toluene). Reaction conditions: temperature 100 celsius, time 1 hour. Yields the product NC1(CC1)C=1C=C(C=NC1)C1=CC(=C(C#N)C=C1)Cl (4-(5-(1-aminocyclopropyl)pyridin-3-yl)-2-chlorobenzonitrile). RXN SMILES: [Cl:1][C:2]1[CH:3]=[C:4]([C:10]2[CH:11]=[C:12]([C:16]3(C(O)=O)[CH2:18][CH2:17]3)[CH:13]=[N:14][CH:15]=2)[CH:5]=[CH:6][C:7]=1[C:8]#[N:9].C1(P([N:36]=[N+]=[N-])(C2C=CC=CC=2)=O)C=CC=CC=1.CC([O-])(C)C.[K+]>C1(C)C=CC=CC=1.C1COCC1>[NH2:36][C:16]1([C:12]2[CH:11]=[C:10]([C:4]3[CH:5]=[CH:6][C:7]([C:8]#[N:9])=[C:2]([Cl:1])[CH:3]=3)[CH:15]=[N:14][CH:13]=2)[CH2:18][CH2:17]1 |f:2.3|. Procedure details: To a solution of 1-(5-(3-chloro-4-cyanophenyl)pyridin-3-yl)cyclopropanecarboxylic acid (900 mg, 3.01 mmol) in toluene (50 mL) was added TEA (0.63 mL, 4.52 mmol) and diphenylphosphoryl azide (0.977 mL, 4.52 mmol), and the mixture was heated to 100° C. for 4 h. The mixture was then cooled to room temperature and concentrated in vacuo. The residue was re-dissolved in THF (100 mL) and a solution of KOtBu (2.03 g, 18.08 mmol) in THF (40 mL) was added. The mixture was stirred at 0° C. for 1 h. The mix... Starting materials: CS(=O)(=O)O.C(C)(C)N1CC(C1)OS(=O)(=O)C (1-isopropyl-3-methanesulfonyloxyazetidine methanesulfonate), C(Cl)(Cl)Cl (chloroform), C([O-])(O)=O.[Na+] (sodium bicarbonate), C(\C=C/C(=O)O)(=O)O (maleic acid). Run in C(C)OCC (diethyl ether). Conditions: temperature 30 celsius. Yields the product C(\C=C/C(=O)O)(=O)O.C(C)(C)N1CC(C1)OS(=O)(=O)C.C(C)(C)N1CC(C1)OS(=O)(=O)C (1-isopropyl-3-methanesulfonyloxyazetidine hemimaleate). As a reaction SMILES: CS(O)(=O)=O.[CH:6]([N:9]1[CH2:12][CH:11]([O:13][S:14]([CH3:17])(=[O:16])=[O:15])[CH2:10]1)([CH3:8])[CH3:7].C(Cl)(Cl)Cl.C(=O)(O)[O-].[Na+].[C:27]([OH:34])(=[O:33])/[CH:28]=[CH:29]\[C:30]([OH:32])=[O:31]>C(OCC)C>[C:27]([OH:34])(=[O:33])/[CH:28]=[CH:29]\[C:30]([OH:32])=[O:31].[CH:6]([N:9]1[CH2:10][CH:11]([O:13][S:14]([CH3:17])(=[O:16])=[O:15])[CH2:12]1)([CH3:8])[CH3:7].[CH:6]([N:9]1[CH2:10][CH:11]([O:13][S:14]([CH3:17])(=[O:16])=[O:15])[CH2:12]1)([CH3:8])[CH3:7] |f:0.1,3.4,7.8.9|. Procedure: Add 1.0 mole of 1-isopropyl-3-methanesulfonyloxyazetidine methanesulfonate and chloroform to aqueous 1.1 M sodium bicarbonate with agitation. Saturate the aqueous phase with sodium chloride, filter and wash the solid with chloroform. Separate the phases of the combined filtrate and washes and extract the aqueous layer several times with chloroform. Dry the combined extract over sodium sulfate and filter. Add the filtrate to a solution of 1.0 mole of maleic acid in diethyl ether and warm the mixt... Run at temperature 60 celsius. Reported procedure: To a mixture of crude 1-chlorosilinane (0.35 g) and benzyl pent-4-enoate (0.50 g; 2.63 mmol) under argon was added two drops of Karstedt's catalyst solution (in xylenes; ˜2% Pt). The reaction vessel was sealed and the mixture was heated to 60° C. for 16 hours. The crude liquid was used without purification. Yields the product Cl[Si]1(CCCCC1)CCCCC(=O)OCC1=CC=CC=C1 (benzyl 5-(1-chlorosilinan-1-yl)pentanoate). Reagents/catalysts: Karstedt's catalyst. The reactants are Cl[SiH]1CCCCC1 (1-chlorosilinane), C(CCC=C)(=O)OCC1=CC=CC=C1 (benzyl pent-4-enoate). Reaction SMILES: [Cl:1][SiH:2]1[CH2:7][CH2:6][CH2:5][CH2:4][CH2:3]1.[C:8]([O:14][CH2:15][C:16]1[CH:21]=[CH:20][CH:19]=[CH:18][CH:17]=1)(=[O:13])[CH2:9][CH2:10][CH:11]=[CH2:12]>>[Cl:1][Si:2]1([CH2:12][CH2:11][CH2:10][CH2:9][C:8]([O:14][CH2:15][C:16]2[CH:21]=[CH:20][CH:19]=[CH:18][CH:17]=2)=[O:13])[CH2:7][CH2:6][CH2:5][CH2:4][CH2:3]1.